From a dataset of the Open Reaction Database (ORD), a public repository of structured organic reaction records. describe an organic reaction: reactants, conditions, products, and yield The reactants are CC[O-].[Na+].CCO (NaOEt EtOH), ClC1=NC=CC(=C1)C=1SC=C(N1)NC(=O)NC1=NC(=CC=C1)CN1CCOCC1 (1-[2-(2-Chloropyridin-4-yl)thiazol-4-yl]-3-(6-morpholin-4-ylmethyl-pyridin-2-yl)urea), CCO (EtOH), CC[O-].[Na+].CCO (NaOEt EtOH). Run in CN(C)C=O (DMF). Reaction conditions: time 2.5 hour. Yields the product C(C)OC1=NC=CC(=C1)C=1SC=C(N1)NC(=O)NC1=NC(=CC=C1)CN1CCOCC1 (1-[2-(2-Ethoxypyridin-4-yl)thiazol-4-yl]-3-(6-morpholin-4-ylmethyl-pyridin-2-yl)urea). As a reaction SMILES: Cl[C:2]1[CH:7]=[C:6]([C:8]2[S:9][CH:10]=[C:11]([NH:13][C:14]([NH:16][C:17]3[CH:22]=[CH:21][CH:20]=[C:19]([CH2:23][N:24]4[CH2:29][CH2:28][O:27][CH2:26][CH2:25]4)[N:18]=3)=[O:15])[N:12]=2)[CH:5]=[CH:4][N:3]=1.[CH3:30][CH2:31][OH:32].CC[O-].[Na+].CCO>CN(C=O)C>[CH2:31]([O:32][C:2]1[CH:7]=[C:6]([C:8]2[S:9][CH:10]=[C:11]([NH:13][C:14]([NH:16][C:17]3[CH:22]=[CH:21][CH:20]=[C:19]([CH2:23][N:24]4[CH2:29][CH2:28][O:27][CH2:26][CH2:25]4)[N:18]=3)=[O:15])[N:12]=2)[CH:5]=[CH:4][N:3]=1)[CH3:30] |f:2.3.4|. Reported procedure: To a mixture of 1-[2-(2-chloropyridin-4-yl)thiazol-4-yl]-3-(6-morpholin-4-ylmethyl-pyridin-2-yl)urea (100 mg, 0.23 mmol, Example 90) and EtOH (50 mL) was added a 21 wt % NaOEt/EtOH solution (0.4 mL, 1.2 mmol) and DMF (2 mL). The mixture was heated to reflux for 15 h then additional 21 wt % NaOEt/EtOH solution (10 mL) were added. After 2.5 h, the reaction was complete as judged by LC/MS. The reaction mixture was concentrated in vacuo then diluted with EtOAc and the solid was filtered off. The fil... Run in S(O)(O)(=O)=O (sulphuric acid), O1CCOCC1 (dioxane). Reported procedure: A solution of 83 g of p-nitroaniline in 400 ml of dioxane is added at room temperature, with stirring, to 126 g of 2-chloro-6-nitrobenzoxazole obtained from 43.3 g of 2-chlorobenzoxazole with fuming nitric acid (d. 1.52) in sulphuric acid. The solution is heated to 40°C and stirred at this temperature for a further 19 hours. The solution is diluted with 200 ml of water; it is then cooled and the precipitate separated. The suction-filter residue is dried and dissolved in 500 ml of dimethylformami... Isolated yield 44.4%. Yields the product ClC=1OC2=C(N1)C=CC=C2 (2-chlorobenzoxazole). As a reaction SMILES: [N+](C1C=CC(N)=CC=1)([O-])=O.[Cl:11][C:12]1[O:13][C:14]2[CH:20]=[C:19]([N+]([O-])=O)[CH:18]=[CH:17][C:15]=2[N:16]=1.[N+]([O-])(O)=O>O1CCOCC1.S(=O)(=O)(O)O>[Cl:11][C:12]1[O:13][C:14]2[CH:20]=[CH:19][CH:18]=[CH:17][C:15]=2[N:16]=1. The reactants are [N+](=O)(O)[O-] (nitric acid), [N+](=O)([O-])C1=CC=C(N)C=C1 (p-nitroaniline), ClC=1OC2=C(N1)C=CC(=C2)[N+](=O)[O-] (2-chloro-6-nitrobenzoxazole). The reactants are [Si](C)(C)(C(C)(C)C)OC1CN(C1)C[C@@H](C(=O)OC)O ((S)-methyl 3-(3-(tert-butyldimethylsilyloxy)azetidin-1-yl)-2-hydroxypropanoate), [C@@H]([C@H](C(=O)[O-])O)(C(=O)[O-])O.[Na+].[K+] (Rochelle salt), C[Al](C)C (Trimethylaluminium), N1=C(C=CC=C1)N (pyridin-2-amine). Solvent: C1(=CC=CC=C1)C (toluene), O (water), C1(=CC=CC=C1)C (toluene). Run at temperature 0 celsius, time 10 minute. The product is [Si](C)(C)(C(C)(C)C)OC1CN(C1)C[C@@H](C(=O)NC1=NC=CC=C1)O ((S)-3-(3-(tert-butyldimethylsilyloxy)azetidin-1-yl)-2-hydroxy-N-(pyridin-2-yl)propanamide). Isolated yield 85.7%. RXN SMILES: C[Al](C)C.[N:5]1[CH:10]=[CH:9][CH:8]=[CH:7][C:6]=1[NH2:11].[Si:12]([O:19][CH:20]1[CH2:23][N:22]([CH2:24][C@H:25]([OH:30])[C:26](OC)=[O:27])[CH2:21]1)([C:15]([CH3:18])([CH3:17])[CH3:16])([CH3:14])[CH3:13].[C@H](O)(C([O-])=O)[C@@H](O)C([O-])=O.[Na+].[K+]>C1(C)C=CC=CC=1.O>[Si:12]([O:19][CH:20]1[CH2:23][N:22]([CH2:24][C@H:25]([OH:30])[C:26]([NH:11][C:6]2[CH:7]=[CH:8][CH:9]=[CH:10][N:5]=2)=[O:27])[CH2:21]1)([C:15]([CH3:18])([CH3:17])[CH3:16])([CH3:14])[CH3:13] |f:3.4.5|. Reported procedure: Trimethylaluminium (2.384 mL, 4.77 mmol) was added to pyridin-2-amine (0.390 g, 4.15 mmol) in toluene (30 mL) cooled to 0° C. under nitrogen. The resulting solution was stirred at 0° C. for 10 minutes. (S)-methyl 3-(3-(tert-butyldimethylsilyloxy)azetidin-1-yl)-2-hydroxypropanoate (Intermediate AD3) (1.2 g, 4.15 mmol) in toluene (10 mL) was added and the reaction was allowed to warm to room temperature and then heated at 80° C. for 4 hours. The reaction mixture was cooled, 20% Rochelle salt in wa... Starting materials: Clc1ncnc2sc3cc(Br)ccc3c12, CC(C)O, Nc1ccc(OCc2cccc(F)c2)c(Cl)c1, Cl, C1COCCO1. Product: Fc1cccc(COc2ccc(Nc3ncnc4sc5cc(Br)ccc5c34)cc2Cl)c1. As a reaction SMILES: [Br:1][c:2]1[cH:3][c:4]2[c:5]([cH:6][cH:7]1)[c:8]1[c:9]([n:10][cH:11][n:12][c:13]1[Cl:14])[s:15]2.[CH:40]([OH:41])([CH3:42])[CH3:43].[Cl:16][c:17]1[cH:18][c:19]([NH2:32])[cH:20][cH:21][c:22]1[O:23][CH2:24][c:25]1[cH:26][c:27]([F:31])[cH:28][cH:29][cH:30]1.[ClH:33].[O:34]1[CH2:35][CH2:36][O:37][CH2:38][CH2:39]1>>[Br:1][c:2]1[cH:3][c:4]2[c:5]([cH:6][cH:7]1)[c:8]1[c:9]([n:10][cH:11][n:12][c:13]1[NH:32][c:19]1[cH:18][c:17]([Cl:16])[c:22]([O:23][CH2:24][c:25]3[cH:26][c:27]([F:31])[cH:28][cH:29][cH:30]3)[cH:21][cH:20]1)[s:15]2. Reactants: ClC1=CC=C(C=C1)S(=O)(=O)N([C@@H](CCCNC(C)=O)C)C1=C(C=CC(=C1)Cl)Cl (4-chloro-N-[2,5-dichlorophenyl]-N-[(R)-1-methyl-4-(acetylamino)butyl]benzenesulfonamide), C1(=CC=CC=C1)S(=O)(=O)N (benzenesulfonamide), C(C(C)(C)C)(=O)Cl (pivaloyl chloride). Yields the product ClC1=CC=C(C=C1)S(=O)(=O)N(C(CCCNC(=O)C(C)(C)C)C)C1=C(C=CC(=C1)Cl)Cl (4-chloro-N-(2,5-dichlorophenyl)-N-[4-[[(1,1-dimethylethyl)carbonyl]amino]-1-methylbutyl]benzenesulfonamide). Isolated yield 86.0%. As a reaction SMILES: [Cl:1][C:2]1[CH:7]=[CH:6][C:5]([S:8]([N:11]([C:21]2[CH:26]=[C:25]([Cl:27])[CH:24]=[CH:23][C:22]=2[Cl:28])[C@H:12]([CH3:20])[CH2:13][CH2:14][CH2:15][NH:16]C(=O)C)(=[O:10])=[O:9])=[CH:4][CH:3]=1.C1(S(N)(=O)=O)C=CC=CC=1.[C:39](Cl)(=[O:44])[C:40]([CH3:43])([CH3:42])[CH3:41]>>[Cl:1][C:2]1[CH:3]=[CH:4][C:5]([S:8]([N:11]([C:21]2[CH:26]=[C:25]([Cl:27])[CH:24]=[CH:23][C:22]=2[Cl:28])[CH:12]([CH3:20])[CH2:13][CH2:14][CH2:15][NH:16][C:39]([C:40]([CH3:43])([CH3:42])[CH3:41])=[O:44])(=[O:10])=[O:9])=[CH:6][CH:7]=1. Procedure: 4-chloro-N-(2,5-dichlorophenyl)-N-[4-[[(1,1-dimethylethyl)carbonyl]amino]-1-methylbutyl]benzenesulfonamide was prepared analogous to 4-chloro-N-[2,5-dichlorophenyl]-N-[(R)-1-methyl-4-(acetylamino)butyl]benzenesulfonamide by reacting 4-chloro-N-[2,5-dichlorophenyl]-N-[R]-1-methyl-4-aminobutyl]benzenesulfonamide with pivaloyl chloride. Yield=86%; MS (ESI+), 505 (M+H)+. The product is FC1(CCC(CC1)CNC(=O)C=1C=2C=CC(=NC2C=CC1Cl)C1CC(CC1)N1CCCC1)F (6-Chloro-2-(3-pyrrolidin-1-yl-cyclopentyl)-quinoline-5-carboxylic acid (4,4-difluorocyclo hexyl methyl)-amide). Reactants: FC1(CCC(CC1)CNC(=O)C=1C=2C=CC(=NC2C=CC1Cl)C1CC(CC1)=O)F (6-chloro-2-(3-oxo-cyclopentyl)-quinoline-5-carboxylic acid (4,4-difluoro-cyclohexylmethyl)-amide), N1CCCC1 (pyrrolidine), C(C)(=O)O[BH-](OC(C)=O)OC(C)=O.[Na+] (sodium triacetoxyborohydride). Reaction SMILES: [F:1][C:2]1([F:29])[CH2:7][CH2:6][CH:5]([CH2:8][NH:9][C:10]([C:12]2[C:13]3[CH:14]=[CH:15][C:16]([CH:23]4[CH2:27][CH2:26][C:25](=O)[CH2:24]4)=[N:17][C:18]=3[CH:19]=[CH:20][C:21]=2[Cl:22])=[O:11])[CH2:4][CH2:3]1.[NH:30]1[CH2:34][CH2:33][CH2:32][CH2:31]1.C(O[BH-](OC(=O)C)OC(=O)C)(=O)C.[Na+]>C(O)(=O)C>[F:1][C:2]1([F:29])[CH2:7][CH2:6][CH:5]([CH2:8][NH:9][C:10]([C:12]2[C:13]3[CH:14]=[CH:15][C:16]([CH:23]4[CH2:27][CH2:26][CH:25]([N:30]5[CH2:34][CH2:33][CH2:32][CH2:31]5)[CH2:24]4)=[N:17][C:18]=3[CH:19]=[CH:20][C:21]=2[Cl:22])=[O:11])[CH2:4][CH2:3]1 |f:2.3|. Run in C(C)(=O)O (acetic acid). Procedure: The title compound was synthesized according to the procedure described in example 133 using 6-chloro-2-(3-oxo-cyclopentyl)-quinoline-5-carboxylic acid (4,4-difluoro-cyclohexylmethyl)-amide, pyrrolidine, glacial acetic acid and sodium triacetoxyborohydride. 1H NMR (400 MHz, DMSO-d6): δ 8.80 (t, J=5.82 Hz, 1H), 8.01-7.95 (m, 2H), 7.76-7.74 (m, 1H), 7.61-7.56 (m, 1H), 3.55-3.44 (m, 1H), 3.43-3.41 (m, 1H), 3.27 (t, J=6.2 Hz, 2H), 2.74-2.66 (m, 1H), 2.64-2.50 (m, 1H), 2.27-2.24 (m, 1H), 2.10-1.99 (m...